describe an organic reaction: reactants, conditions, products, and yield From a dataset of the Open Reaction Database (ORD), a public repository of structured organic reaction records. Starting materials: FC1=C(C(=O)O)C=CC=C1C(F)(F)F (2-fluoro-3-(trifluoromethyl)benzoic acid), C(C(=O)Cl)(=O)Cl (oxalyl chloride), N1=CC=CC=C1 (pyridine), Cl.CNOC (N,O-Dimethyhydroxylamine hydrochloride). Reagents/catalysts: CN(C)C=O (DMF). The solvent is C(Cl)Cl (CH2Cl2). Conditions: time 1 hour. Yields the product FC1=C(C(=O)N(C)OC)C=CC=C1C(F)(F)F (2-fluoro-N-methoxy-N-methyl-3-trifluoromethyl-benzamide). Isolated yield 81.5%. RXN SMILES: [F:1][C:2]1[C:10]([C:11]([F:14])([F:13])[F:12])=[CH:9][CH:8]=[CH:7][C:3]=1[C:4](O)=[O:5].C(Cl)(=O)C(Cl)=O.Cl.[CH3:22][NH:23][O:24][CH3:25].N1C=CC=CC=1>C(Cl)Cl.CN(C=O)C>[F:1][C:2]1[C:10]([C:11]([F:14])([F:13])[F:12])=[CH:9][CH:8]=[CH:7][C:3]=1[C:4]([N:23]([O:24][CH3:25])[CH3:22])=[O:5] |f:2.3|. Reported procedure: Ten grams (10 g 65 mmol) of 2-fluoro-3-(trifluoromethyl)benzoic acid and oxalyl chloride in 10 mL of anhydrous CH2Cl2 were treated with a few drops of DMF, and stirred at ambient temperature for 1 hour (gas evolution ceased). N,O-Dimethyhydroxylamine hydrochloride (16.8 g, 174 mmol) was added followed by 16 ml of pyridine. The reaction mixture was stirred overnight, then washed successively with H2O, 2 N HCl, and brine. The resulting solution was dried over sodium sulfate. Evaporation of solvent...